This data is from the Open Reaction Database (ORD), a public repository of structured organic reaction records. The task is: describe an organic reaction: reactants, conditions, products, and yield Starting materials: C(C)(C)(C)N (tert-butylamine), ClC1=NC(=CN=C1)Cl (2,6-dichloropyrazine), C(C)OC(C)O (ethoxyethanol). Solvent: CCN(C(C)C)C(C)C (Hünig's base). Conditions: temperature 130 celsius. Product: C(C)(C)(C)NC1=NC(=CN=C1)Cl (N-(tert-butyl)-6-chloropyrazin-2-amine). RXN SMILES: [C:1]([NH2:5])([CH3:4])([CH3:3])[CH3:2].[Cl:6][C:7]1[CH:12]=[N:11][CH:10]=[C:9](Cl)[N:8]=1.C(OC(O)C)C>CCN(C(C)C)C(C)C>[C:1]([NH:5][C:9]1[CH:10]=[N:11][CH:12]=[C:7]([Cl:6])[N:8]=1)([CH3:4])([CH3:3])[CH3:2]. Reported procedure: A mixture of tert-butylamine (14.9 g, 20 mmol), 2,6-dichloropyrazine (6.0 g, 40 mmol), Hünig's base (10 mL) and ethoxyethanol (6 mL) was heated at 130° C. in a sealed tube for 18 hours. The solvent was removed in vacuo and the residue taken up in CH2Cl2 (100 mL) and filtered. The filtrate was washed with H2O (2×20 mL), brine (20 mL) and dried (Na2SO4). Chromatography eluting with CH2Cl2 separated the product as a white solid (5.4 g, 72%). Starting materials: Cc1ccccc1, Nc1cc(Cl)ccc1O, O=C=Nc1ccccc1C(F)(F)F. Yields the product O=C(Nc1cc(Cl)ccc1O)Nc1ccccc1C(F)(F)F. As a reaction SMILES: [CH3:23][c:24]1[cH:25][cH:26][cH:27][cH:28][cH:29]1.[Cl:1][c:2]1[cH:3][cH:4][c:5]([OH:9])[c:6]([NH2:7])[cH:8]1.[F:10][C:11]([c:12]1[c:13]([N:18]=[C:19]=[O:20])[cH:14][cH:15][cH:16][cH:17]1)([F:21])[F:22]>>[Cl:1][c:2]1[cH:3][cH:4][c:5]([OH:9])[c:6]([NH:7][C:19]([NH:18][c:13]2[c:12]([C:11]([F:10])([F:21])[F:22])[cH:17][cH:16][cH:15][cH:14]2)=[O:20])[cH:8]1.